Task: describe an organic reaction: reactants, conditions, products, and yield. Dataset: the Open Reaction Database (ORD), a public repository of structured organic reaction records The reactants are C1(=CC=CC2=CC=CC=C12)N(C1=CC=CC=C1)S(F)(F)F (N-naphthyl-N-phenylaminosulfur trifluoride), COCCN(C)S(F)(F)F (N-2-methoxyethyl-N-methylaminosulfur trifluoride), diaryl, arylalkyl, N-methoxyethyl-N-phenylaminosulfur trifluorides, C(C)(C)(C)C1CCC(CC1)=O (4-t-butylcyclohexanone), C1(CCCCCCC1)O (cyclooctanol), C(C)(C)(C)C1CCC(CC1)(F)F (4-t-butyl-difluorocyclohexane), C(C)(C)(C)C1CC=C(CC1)F (4-t-butyl-1-fluorocyclohexene), C(C)(C)(C)C1CCC(CC1)=O (4-t-butyl cyclohexanone), C(C)(C)(C)C1CCC(CC1)=O (4-t-butyl cyclohexanone). Procedure details: Table 6 summarizes the results obtained on fluorination of 4-t-butyl cyclohexanone with the aminosulfur trifluorides. All of the compositions examined except N-naphthyl-N-phenylaminosulfur trifluoride converted the ketone to a mixture of 4-t-butyl-difluorocyclohexane and 4-t-butyl-1-fluorocyclohexene, with the former predominating. The fluorination of this ketone was much slower than observed for the fluorination of cyclooctanol. A complete conversion to the fluorinated products required several... The product is ketone, COCCN(CCOC)S(F)(F)F (bis(2-methoxyethyl)aminosulfur trifluoride). RXN SMILES: [C:1]1([N:11]([S:18]([F:21])([F:20])[F:19])[C:12]2C=CC=C[CH:13]=2)C2C(=CC=CC=2)C=C[CH:2]=1.C(C1CC[C:29](=[O:32])CC1)(C)(C)C.C(C1CCC(F)(F)CC1)(C)(C)C.C(C1CCC(F)=CC1)(C)(C)C.[CH:56]1([OH:64])CCCCCCC1.COCCN(S(F)(F)F)C>C(Cl)Cl.CCO>[CH3:56][O:64][CH2:2][CH2:1][N:11]([S:18]([F:21])([F:20])[F:19])[CH2:12][CH2:13][O:32][CH3:29]. Run in C(Cl)Cl (CH2Cl2), CCO (EtOH).